This data is from the Open Reaction Database (ORD), a public repository of structured organic reaction records. The task is: describe an organic reaction: reactants, conditions, products, and yield Reactants: BrC1=CN(C=2N=CN=C(C21)N[C@@H](CCO)C2=NN1C(C(N2C2=CC=CC=C2)=O)=C(C=C1)C)COCC[Si](C)(C)C ((S)-2-(1-((5-Bromo-7-((2-(trimethylsilyl)ethoxy)methyl)-7H-pyrrolo[2,3-d]pyrimidin-4-yl)amino)-3-hydroxypropyl)-5-methyl-3-phenylpyrrolo[2,1-f][1,2,4]triazin-4(3H)-one), OC=1C=C(C=C(C1)B1OC(C(O1)(C)C)(C)C)NS(=O)(=O)C (N-(3-hydroxy-5-(4,4,5,5-tetramethyl-1,3,2-dioxaborolan-2-yl)phenyl)methanesulfonamide), C([O-])([O-])=O.[Na+].[Na+] (sodium carbonate). Solvent: COCCOC (1,2-dimethoxyethane), O (water). Product: OC=1C=C(C=C(C1)C1=CN(C=2N=CN=C(C21)N[C@@H](CCO)C2=NN1C(C(N2C2=CC=CC=C2)=O)=C(C=C1)C)COCC[Si](C)(C)C)NS(=O)(=O)C ((S)—N-(3-Hydroxy-5-(4-((3-hydroxy-1-(5-methyl-4-oxo-3-phenyl-3,4-dihydropyrrolo[2,1-f][1,2,4]triazin-2-yl)propyl)amino)-7-((2-(trimethylsilyl)ethoxy)methyl)-7H-pyrrolo[2,3-d]pyrimidin-5-yl)phenyl)methanesulfonamide). Isolated yield 39.0%. Reaction SMILES: Br[C:2]1[C:10]2[C:9]([NH:11][C@H:12]([C:16]3[N:21]([C:22]4[CH:27]=[CH:26][CH:25]=[CH:24][CH:23]=4)[C:20](=[O:28])[C:19]4=[C:29]([CH3:32])[CH:30]=[CH:31][N:18]4[N:17]=3)[CH2:13][CH2:14][OH:15])=[N:8][CH:7]=[N:6][C:5]=2[N:4]([CH2:33][O:34][CH2:35][CH2:36][Si:37]([CH3:40])([CH3:39])[CH3:38])[CH:3]=1.[OH:41][C:42]1[CH:43]=[C:44]([NH:57][S:58]([CH3:61])(=[O:60])=[O:59])[CH:45]=[C:46](B2OC(C)(C)C(C)(C)O2)[CH:47]=1.C(=O)([O-])[O-].[Na+].[Na+]>COCCOC.O>[OH:41][C:42]1[CH:43]=[C:44]([NH:57][S:58]([CH3:61])(=[O:60])=[O:59])[CH:45]=[C:46]([C:2]2[C:10]3[C:9]([NH:11][C@H:12]([C:16]4[N:21]([C:22]5[CH:27]=[CH:26][CH:25]=[CH:24][CH:23]=5)[C:20](=[O:28])[C:19]5=[C:29]([CH3:32])[CH:30]=[CH:31][N:18]5[N:17]=4)[CH2:13][CH2:14][OH:15])=[N:8][CH:7]=[N:6][C:5]=3[N:4]([CH2:33][O:34][CH2:35][CH2:36][Si:37]([CH3:40])([CH3:39])[CH3:38])[CH:3]=2)[CH:47]=1 |f:2.3.4|. Procedure: (S)-2-(1-((5-Bromo-7-((2-(trimethylsilyl)ethoxy)methyl)-7H-pyrrolo[2,3-d]pyrimidin-4-yl)amino)-3-hydroxypropyl)-5-methyl-3-phenylpyrrolo[2,1-f][1,2,4]triazin-4(3H)-one (50 mg, 0.08 mmol) was treated with N-(3-hydroxy-5-(4,4,5,5-tetramethyl-1,3,2-dioxaborolan-2-yl)phenyl)methanesulfonamide (85 mg, 0.21 mmol), sodium carbonate (23 mg, 0.22 mmols) and 1,11-bis(diphenylphosphino)ferrocene-palladium(II)dichloride dichloromethane complex (21 mg, 0.03 mmol) in 1,2-dimethoxyethane (1.6 ml) and water (0.... Reactants: COC(=O)C1=CC2=C(NC(=N2)COC2=CC=C(C=C2)[N+](=O)[O-])C=C1 (2-(4-nitro-phenoxymethyl)-1H-benzoimidazole-5-carboxylic acid methyl ester), Cl (HCl), C([O-])(O)=O.[Na+] (sodium bicarbonate). Run in C(C)(=O)O (acetic acid). Run at temperature 10 celsius. Product: [N+](=O)([O-])C1=CC=C(OCC2=NC3=C(N2)C=CC(=C3)C(=O)O)C=C1 (2-(4-nitro-phenoxymethyl)-1H-benzoimidazole-5-carboxylic acid). Yield: 92.2%. As a reaction SMILES: C[O:2][C:3]([C:5]1[CH:24]=[CH:23][C:8]2[NH:9][C:10]([CH2:12][O:13][C:14]3[CH:19]=[CH:18][C:17]([N+:20]([O-:22])=[O:21])=[CH:16][CH:15]=3)=[N:11][C:7]=2[CH:6]=1)=[O:4].Cl.C(=O)(O)[O-].[Na+]>C(O)(=O)C>[N+:20]([C:17]1[CH:16]=[CH:15][C:14]([O:13][CH2:12][C:10]2[NH:9][C:8]3[CH:23]=[CH:24][C:5]([C:3]([OH:4])=[O:2])=[CH:6][C:7]=3[N:11]=2)=[CH:19][CH:18]=1)([O-:22])=[O:21] |f:2.3|. Procedure: A mixture of 2-(4-nitro-phenoxymethyl)-1H-benzoimidazole-5-carboxylic acid methyl ester (90 mg, 0.27 mmol), acetic acid (15 mL) and coned HCl (20 mL) was heated under reflux for 3 h. At the end of the reaction period, the mixture was cooled to 10° C., neutralize with aqueous sodium bicarbonate solution, filtered, washed with ethyl acetate (10 mL), water (50 mL) and dried to afford 2-(4-nitro-phenoxymethyl)-1H-benzoimidazole-5-carboxylic acid as a colorless powder (0.078 g, 90% yield).